This data is from the Open Reaction Database (ORD), a public repository of structured organic reaction records. The task is: describe an organic reaction: reactants, conditions, products, and yield Starting materials: BrCCCCCCCCC1=CC=CC=C1 ((8-Bromo-octyl)-benzene), N1=CC=C(C=C1)C (4-picoline). Run in C(C)#N (acetonitrile). Yields the product [Br-].CC1=CC=[N+](C=C1)CCCCCCCCC1=CC=CC=C1 (4-methyl-1-(8-phenyl-octyl)-pyridinium bromide). Isolated yield 78.0%. Reaction SMILES: [Br:1][CH2:2][CH2:3][CH2:4][CH2:5][CH2:6][CH2:7][CH2:8][CH2:9][C:10]1[CH:15]=[CH:14][CH:13]=[CH:12][CH:11]=1.[N:16]1[CH:21]=[CH:20][C:19]([CH3:22])=[CH:18][CH:17]=1>C(#N)C>[Br-:1].[CH3:22][C:19]1[CH:20]=[CH:21][N+:16]([CH2:2][CH2:3][CH2:4][CH2:5][CH2:6][CH2:7][CH2:8][CH2:9][C:10]2[CH:15]=[CH:14][CH:13]=[CH:12][CH:11]=2)=[CH:17][CH:18]=1 |f:3.4|. Procedure: (8-Bromo-octyl)-benzene (1 mmol) was added to a solution of 4-picoline (3 mmol) in acetonitrile, and the solution was refluxed for 24 hours. The acetonitrile was removed in vacuum and the resulting residue was partitioned between ether and water. The aqueous layer was washed extensively with ether until no picoline was left in the aqueous layer. The resulting aqueous solution of the product was extracted with chloroform. The chloroform was removed to afford the product (78%). 1HNMR (300 MHz, CDC... Reactants: 25.mg, COC1=C(C(=O)NC2(CNCCC2)C2=CC=CC=C2)C(=CC(=C1)C(F)(F)F)C(F)(F)F (rac-2-methoxy-N-(3-phenyl-piperidin-3-yl)-4,6-bis-trifluoromethyl-benzamide), C(C)N(C(C)C)C(C)C (N-ethyldiisopropylamine), ICC (iodoethane). Run in ClCCl (dichloromethane). Run at time 20 hour. Product: C(C)N1CC(CCC1)(C1=CC=CC=C1)NC(C1=C(C=C(C=C1C(F)(F)F)C(F)(F)F)OC)=O (rac-N-(1-Ethyl-3-phenyl-piperidin-3-yl)-2-methoxy-4,6-bis-trifluoromethyl-benzamide). Yield: 58.0%. Reaction SMILES: [CH3:1][O:2][C:3]1[CH:23]=[C:22]([C:24]([F:27])([F:26])[F:25])[CH:21]=[C:20]([C:28]([F:31])([F:30])[F:29])[C:4]=1[C:5]([NH:7][C:8]1([C:14]2[CH:19]=[CH:18][CH:17]=[CH:16][CH:15]=2)[CH2:13][CH2:12][CH2:11][NH:10][CH2:9]1)=[O:6].[CH2:32](N(C(C)C)C(C)C)[CH3:33].ICC>ClCCl>[CH2:32]([N:10]1[CH2:11][CH2:12][CH2:13][C:8]([NH:7][C:5](=[O:6])[C:4]2[C:20]([C:28]([F:31])([F:29])[F:30])=[CH:21][C:22]([C:24]([F:25])([F:26])[F:27])=[CH:23][C:3]=2[O:2][CH3:1])([C:14]2[CH:15]=[CH:16][CH:17]=[CH:18][CH:19]=2)[CH2:9]1)[CH3:33]. Reported procedure: To a solution of 25.mg (0.056 mmol) rac-2-methoxy-N-(3-phenyl-piperidin-3-yl)-4,6-bis-trifluoromethyl-benzamide in 0.25 ml dichloromethane were added 19.7 ul (0.112 mmol) N-ethyldiisopropylamine and finally 6.0 ul (0.0728 mmol) iodoethane. The solution was stirred at room temperature for 20 hours. The solvent was removed in vacuo. The crude product was purified on silica gel (Eluent: Heptane/ethyl acetate 0 to 100%) to provide 15 mg (58%) of the title compound as a colorless oil. MS (m/e): 475.2... Reactants: [Cl-].[NH4+] (ammonium chloride), C1(CCCCC1)NC1=C2C(=NC=C1C(=O)O)N(C=C2)COCC[Si](C)(C)C (4-(Cyclohexylamino)-1-{[2-(trimethylsilyl)ethoxy]methyl}-1H-pyrrolo[2,3-b]pyridine-5-carboxylic acid), Cl.CN(CCCN=C=NCC)C (1-(3-dimethylaminopropyl)-3-ethylcarbodiimide hydrochloride), ON1N=NC2=C1C=CC=C2 (N-hydroxybenzotriazole), N.CO (ammonia methanol). Solvent: ClCCl (dichloromethane). Product: C1(CCCCC1)NC1=C2C(=NC=C1C(=O)N)N(C=C2)COCC[Si](C)(C)C (4-(Cyclohexylamino)-1-{[2-(trimethylsilyl)ethoxy]methyl}-1H-pyrrolo[2,3-b]pyridine-5-carboxamide). Yield: 71.0%. Reaction SMILES: [CH:1]1([NH:7][C:8]2[C:13]([C:14](O)=[O:15])=[CH:12][N:11]=[C:10]3[N:17]([CH2:20][O:21][CH2:22][CH2:23][Si:24]([CH3:27])([CH3:26])[CH3:25])[CH:18]=[CH:19][C:9]=23)[CH2:6][CH2:5][CH2:4][CH2:3][CH2:2]1.Cl.C[N:30](C)CCCN=C=NCC.ON1C2C=CC=CC=2N=N1.N.CO.[Cl-].[NH4+]>ClCCl>[CH:1]1([NH:7][C:8]2[C:13]([C:14]([NH2:30])=[O:15])=[CH:12][N:11]=[C:10]3[N:17]([CH2:20][O:21][CH2:22][CH2:23][Si:24]([CH3:27])([CH3:25])[CH3:26])[CH:18]=[CH:19][C:9]=23)[CH2:2][CH2:3][CH2:4][CH2:5][CH2:6]1 |f:1.2,4.5,6.7|. Procedure details: 4-(Cyclohexylamino)-1-{[2-(trimethylsilyl)ethoxy]methyl}-1H-pyrrolo[2,3-b]pyridine-5-carboxylic acid (100 mg, 0.257 mmol) in dichloromethane (2 mL) was stirred with 1-(3-dimethylaminopropyl)-3-ethylcarbodiimide hydrochloride (10 mg, 0.052 mmol), N-hydroxybenzotriazole (50 mg, 0.37 mmol) and 7 M ammonia-methanol solution (0.2 mL, 1.4 mmol) at room temperature for one day. After addition of saturated aqueous ammonium chloride, the reaction mixture was extracted with chloroform, and the organic lay...